The task is: describe an organic reaction: reactants, conditions, products, and yield. This data is from the Open Reaction Database (ORD), a public repository of structured organic reaction records. The product is CC(=O)Nc1nc2ccc(-c3cnc(OCCN(C)C)c(NC(C)C)c3)cc2s1. Reaction SMILES: [CH3:1][N:2]([CH3:3])[CH2:4][CH2:5][OH:6].[CH3:33][S:34]([CH3:35])=[O:36].[Cl:9][c:10]1[c:11]([NH:29][CH:30]([CH3:31])[CH3:32])[cH:12][c:13](-[c:16]2[cH:17][c:18]3[c:19]([n:20][c:21]([NH:23][C:24]([CH3:25])=[O:26])[s:22]3)[cH:27][cH:28]2)[cH:14][n:15]1.[H-:7].[Na+:8]>>[CH3:1][N:2]([CH3:3])[CH2:4][CH2:5][O:6][c:10]1[c:11]([NH:29][CH:30]([CH3:31])[CH3:32])[cH:12][c:13](-[c:16]2[cH:17][c:18]3[c:19]([n:20][c:21]([NH:23][C:24]([CH3:25])=[O:26])[s:22]3)[cH:27][cH:28]2)[cH:14][n:15]1. Reactants: CN(C)CCO, CS(C)=O, CC(=O)Nc1nc2ccc(-c3cnc(Cl)c(NC(C)C)c3)cc2s1, [H-], [Na+]. The reactants are C1(CC1)ON=C(C(=O)OCC)C1=NSC(=N1)NC(C1=CC=CC=C1)(C1=CC=CC=C1)C1=CC=CC=C1 (ethyl 2-cyclopropyloxyimino-2-(5-tritylamino-1,2,4-thiadiazol-3-yl)acetate), CO (methanol), [OH-].[Na+] (sodium hydroxide). Run in O1CCCC1 (tetrahydrofuran). Run at time 8 hour. Product: C1(CC1)ON=C(C(=O)O)C1=NSC(=N1)NC(C1=CC=CC=C1)(C1=CC=CC=C1)C1=CC=CC=C1 (2-cyclopropyloxyimino-2-(5-tritylamino-1,2,4-thiadiazol-3-yl)acetic acid). Yield: 74.7%. As a reaction SMILES: [CH:1]1([O:4][N:5]=[C:6]([C:12]2[N:16]=[C:15]([NH:17][C:18]([C:31]3[CH:36]=[CH:35][CH:34]=[CH:33][CH:32]=3)([C:25]3[CH:30]=[CH:29][CH:28]=[CH:27][CH:26]=3)[C:19]3[CH:24]=[CH:23][CH:22]=[CH:21][CH:20]=3)[S:14][N:13]=2)[C:7]([O:9]CC)=[O:8])[CH2:3][CH2:2]1.CO.[OH-].[Na+]>O1CCCC1>[CH:1]1([O:4][N:5]=[C:6]([C:12]2[N:16]=[C:15]([NH:17][C:18]([C:31]3[CH:32]=[CH:33][CH:34]=[CH:35][CH:36]=3)([C:19]3[CH:20]=[CH:21][CH:22]=[CH:23][CH:24]=3)[C:25]3[CH:30]=[CH:29][CH:28]=[CH:27][CH:26]=3)[S:14][N:13]=2)[C:7]([OH:9])=[O:8])[CH2:2][CH2:3]1 |f:2.3|. Procedure details: A solution of ethyl 2-cyclopropyloxyimino-2-(5-tritylamino-1,2,4-thiadiazol-3-yl)acetate (syn isomer)(11 g) in a mixture of tetrahydrofuran (72 ml), methanol (72 ml) and 2N sodium hydroxide (72 ml) was stirred at ambient temperature overnight. The mixture was concentrated in vacuo. The residue was dissolved in a mixture of ethyl acetate and water and adjusted to pH 2 with 3N hydrochloric acid. The organic layer was separated, washed with water and saturated aqueous solution of sodium chloride, d... The reactants are BrCc1ccccc1, ClCCl, CN(C)C=O, Cc1ncc2c(c1O)COC2c1ccc(Cl)cc1, [H-], [Na+]. Yields the product Cc1ncc2c(c1OCc1ccccc1)COC2c1ccc(Cl)cc1. Reaction SMILES: [Br:26][CH2:27][c:28]1[cH:29][cH:30][cH:31][cH:32][cH:33]1.[CH2:34]([Cl:35])[Cl:36].[CH3:1][N:2]([CH3:3])[CH:4]=[O:5].[Cl:8][c:9]1[cH:10][cH:11][c:12]([CH:15]2[O:16][CH2:17][c:18]3[c:19]2[cH:20][n:21][c:22]([CH3:25])[c:23]3[OH:24])[cH:13][cH:14]1.[H-:6].[Na+:7]>>[Cl:8][c:9]1[cH:10][cH:11][c:12]([CH:15]2[O:16][CH2:17][c:18]3[c:19]2[cH:20][n:21][c:22]([CH3:25])[c:23]3[O:24][CH2:27][c:28]2[cH:29][cH:30][cH:31][cH:32][cH:33]2)[cH:13][cH:14]1. Run in O (water), C(C)(=O)O (acetic acid), S(O)(O)(=O)=O (sulfuric acid), O (water). Conditions: time 40 minute. Yields the product C(C)OC(=O)[C@H]1[C@H](CC(N1C)=O)C1=CC=C(C=C1)I ((±)-(4R*,5R*)-5-ethoxycarbonyl-1-methyl-4-(4-iodophenyl)pyrrolidin-2-one). Procedure details: To a 0° C. solution of sodium nitrite (80 mg, 1.15 mmol) in sulfuric acid (2 mL) was added dropwise a solution of (±)-(4R*,5R)-5-ethoxycarbonyl-1-methyl-4-(4-aminophenyl)pyrrolidin-2-one (prepared according to the procedure for Intermediate U, 200 mg, 0.763 mmol) in glacial acetic acid (2 mL). The mixture was allowed to warm to room temperature and stirred for 40 min. The reaction was then cooled to 0° C. and a solution of potassium iodide (300 mg) and iodine (233 mg) in water (2 mL) was added i... As a reaction SMILES: N([O-])=O.[Na+].[CH2:5]([O:7][C:8]([C@@H:10]1[N:14]([CH3:15])[C:13](=[O:16])[CH2:12][C@@H:11]1[C:17]1[CH:22]=[CH:21][C:20](N)=[CH:19][CH:18]=1)=[O:9])[CH3:6].[I-:24].[K+].II.S([O-])([O-])(=O)=S.[Na+].[Na+]>S(=O)(=O)(O)O.C(O)(=O)C.O>[CH2:5]([O:7][C:8]([C@@H:10]1[N:14]([CH3:15])[C:13](=[O:16])[CH2:12][C@@H:11]1[C:17]1[CH:22]=[CH:21][C:20]([I:24])=[CH:19][CH:18]=1)=[O:9])[CH3:6] |f:0.1,3.4,6.7.8|. Starting materials: [I-].[K+] (potassium iodide), II (iodine), N(=O)[O-].[Na+] (sodium nitrite), C(C)OC(=O)[C@H]1[C@H](CC(N1C)=O)C1=CC=C(C=C1)N ((±)-(4R*,5R)-5-ethoxycarbonyl-1-methyl-4-(4-aminophenyl)pyrrolidin-2-one), Intermediate U, S(=S)(=O)([O-])[O-].[Na+].[Na+] (sodium thiosulfate). The yield is 44.0%. Starting materials: C12(CC3CC(CC(C1)C3)C2)C2=CC(=C(OCCC(=O)O)C=C2)C (3-(4-(adamantan-1-yl)-2-methylphenoxy)propanoic acid), CN1CCNCC1 (1-methylpiperazine). Yields the product C12(CC3CC(CC(C1)C3)C2)C2=CC(=C(OCCC(=O)N3CCN(CC3)C)C=C2)C (3-(4-(adamantan-1-yl)-2-methylphenoxy)-1-(4-methylpiperazin-1-yl)propan-1-one). The yield is 94.5%. As a reaction SMILES: [C:1]12([C:11]3[CH:22]=[CH:21][C:14]([O:15][CH2:16][CH2:17][C:18](O)=[O:19])=[C:13]([CH3:23])[CH:12]=3)[CH2:10][CH:5]3[CH2:6][CH:7]([CH2:9][CH:3]([CH2:4]3)[CH2:2]1)[CH2:8]2.[CH3:24][N:25]1[CH2:30][CH2:29][NH:28][CH2:27][CH2:26]1>>[C:1]12([C:11]3[CH:22]=[CH:21][C:14]([O:15][CH2:16][CH2:17][C:18]([N:28]4[CH2:29][CH2:30][N:25]([CH3:24])[CH2:26][CH2:27]4)=[O:19])=[C:13]([CH3:23])[CH:12]=3)[CH2:2][CH:3]3[CH2:9][CH:7]([CH2:6][CH:5]([CH2:4]3)[CH2:10]1)[CH2:8]2. Reported procedure: The title compound was prepared from 3-(4-(adamantan-1-yl)-2-methylphenoxy)propanoic acid (0.2 g, 0.63 mmol) and 1-methylpiperazine (0.063 g, 0.63 mmol) according to the example 1, which was given 3-(4-(adamantan-1-yl)-2-methylphenoxy)-1-(4-methylpiperazin-1-yl)propan-1-one as a white solid (0.236 g, 93.6% yield). Reactants: C12(CC3CC(CC(C1)C3)C2)COC2=CC(=C(C(=O)O)C=C2C2CC2)F (4-(adamantan-1-ylmethoxy)-5-cyclopropyl-2-fluorobenzoic acid), N-(3-dimethyl-aminopropyl)-N′-ethylcarbodiimide hydrochloride, C([O-])([O-])=O.[Na+].[Na+] (sodium carbonate), Cl (hydrochloric acid), FC(C(=O)OCCCNS(N)(=O)=O)(F)F (3-(sulfamoylamino)propyl 2,2,2-trifluoroacetate). The reagents and catalysts are CN(C1=CC=NC=C1)C (4-(dimethylamino)pyridine). Solvent: C(C)(=O)OCC (ethyl acetate), ClCCl (dichloromethane). Conditions: time 10 minute. The product is C12(CC3CC(CC(C1)C3)C2)COC2=CC(=C(C(=O)NS(NCCCO)(=O)=O)C=C2C2CC2)F (4-(adamantan-1-ylmethoxy)-5-cyclopropyl-2-fluoro-N-(N-(3-hydroxypropyl)sulfamoyl)benzamide). Isolated yield 26.3%. As a reaction SMILES: [C:1]12([CH2:11][O:12][C:13]3[C:21]([CH:22]4[CH2:24][CH2:23]4)=[CH:20][C:16]([C:17]([OH:19])=O)=[C:15]([F:25])[CH:14]=3)[CH2:10][CH:5]3[CH2:6][CH:7]([CH2:9][CH:3]([CH2:4]3)[CH2:2]1)[CH2:8]2.FC(F)(F)C([O:30][CH2:31][CH2:32][CH2:33][NH:34][S:35](=[O:38])(=[O:37])[NH2:36])=O.C(=O)([O-])[O-].[Na+].[Na+].Cl>ClCCl.CN(C)C1C=CN=CC=1.C(OCC)(=O)C>[C:1]12([CH2:11][O:12][C:13]3[C:21]([CH:22]4[CH2:23][CH2:24]4)=[CH:20][C:16]([C:17]([NH:36][S:35](=[O:38])(=[O:37])[NH:34][CH2:33][CH2:32][CH2:31][OH:30])=[O:19])=[C:15]([F:25])[CH:14]=3)[CH2:8][CH:7]3[CH2:9][CH:3]([CH2:4][CH:5]([CH2:6]3)[CH2:10]1)[CH2:2]2 |f:2.3.4|. Reported procedure: To a stirred solution of 4-(adamantan-1-ylmethoxy)-5-cyclopropyl-2-fluorobenzoic acid (0.30 g, 0.87 mmol) in dichloromethane (15 mL) were added N-(3-dimethyl-aminopropyl)-N′-ethylcarbodiimide hydrochloride (0.38 g, 2.00 mmol) and 4-(dimethylamino)pyridine (0.25 g, 2.00 mmol). The reaction stirred at ambient temperature for 10 min, 3-(sulfamoylamino)propyl 2,2,2-trifluoroacetate (0.50 g, 2.00 mmol) was added and stirring continued at ambient temperature for 72 h. sodium carbonate solution (3M, 10...